Dataset: the Open Reaction Database (ORD), a public repository of structured organic reaction records. Task: describe an organic reaction: reactants, conditions, products, and yield The reactants are CC1=NC(=NO1)C1=NC=C(C=N1)C(=O)O (2-(5-methyl-[1,2,4]oxadiazol-3-yl)-pyrimidine-5-carboxylic acid), CN(CCCN=C=NCC)C (3-(dimethylamino)propyl-3-ethylcarbodiimide), ON1N=NC2=C1C=CC=C2 (N-hydroxybenzotriazole), O1CCC(CC1)N (tetrahydro-pyran-4-ylamine). The solvent is C(Cl)Cl (DCM). Reaction conditions: time 10 minute. Yields the product O1CCC(CC1)NC(=O)C=1C=NC(=NC1)C1=NOC(=N1)C (2-(5-methyl-[1,2,4]oxadiazole-3-yl)-pyrimidine-5-carboxylic acid (tetrahydro-pyran-4-yl)-amide). Isolated yield 47.5%. As a reaction SMILES: [CH3:1][C:2]1[O:6][N:5]=[C:4]([C:7]2[N:12]=[CH:11][C:10]([C:13]([OH:15])=O)=[CH:9][N:8]=2)[N:3]=1.CN(C)CCCN=C=NCC.ON1C2C=CC=CC=2N=N1.[O:37]1[CH2:42][CH2:41][CH:40]([NH2:43])[CH2:39][CH2:38]1>C(Cl)Cl>[O:37]1[CH2:42][CH2:41][CH:40]([NH:43][C:13]([C:10]2[CH:11]=[N:12][C:7]([C:4]3[N:3]=[C:2]([CH3:1])[O:6][N:5]=3)=[N:8][CH:9]=2)=[O:15])[CH2:39][CH2:38]1. Procedure: To a solution of 2-(5-methyl-[1,2,4]oxadiazol-3-yl)-pyrimidine-5-carboxylic acid (50 mg, 0.24 mmol) in DCM (10 mL) is added 1-[3-(dimethylamino)propyl-3-ethylcarbodiimide (50 mg, 0.26 mmol) and N-hydroxybenzotriazole (35 mg, 0.26 mmol) at room temperature. The mixture is stirred for 10 min, and tetrahydro-pyran-4-ylamine (27 mg, 0.26 mmol) is added. The mixture is stirred overnight, washed with 2N HCl (1×5 mL), saturated NaHCO3, (1×5 mL), water (lx 5 mL), dried (Na2SO4), filtered and concentrate...